Dataset: the Open Reaction Database (ORD), a public repository of structured organic reaction records. Task: describe an organic reaction: reactants, conditions, products, and yield Reactants: C(=O)O (Formic acid), C(C1=CC=CC=C1)OCC1=NN(C=2N=C(NC(C21)=O)C=2C(=NC=C(C2)S(=O)(=O)N2CCN(CC2)CC)OCC)CC (3-(Benzyloxy)methyl-6-[2-ethoxy-5-(4-ethylpiperazin-1-ylsulphonyl)pyridin-3-yl]-1-ethyl-1,5-dihydro-4H-pyrazolo[3,4-d]pyrimidin-4-one). The reagents and catalysts are [Pd] (palladium on charcoal). The solvent is C(C)(=O)OCC (ethyl acetate). Run at time 24 hour. Product: C(C)OC1=NC=C(C=C1C=1NC(C2=C(N1)N(N=C2CO)CC)=O)S(=O)(=O)N2CCN(CC2)CC (6-[2-Ethoxy-5-(4-ethylpiperazin-1-ylsulphonyl)pyridin-3-yl]-1-ethyl-3-hydroxymethyl-1,5-dihydro-4H-pyrazolo[3,4-d]pyrimidin-4-one). Yield: 58.7%. Reaction SMILES: C(O)=O.C([O:11][CH2:12][C:13]1[C:21]2[C:20](=[O:22])[NH:19][C:18]([C:23]3[C:24]([O:40][CH2:41][CH3:42])=[N:25][CH:26]=[C:27]([S:29]([N:32]4[CH2:37][CH2:36][N:35]([CH2:38][CH3:39])[CH2:34][CH2:33]4)(=[O:31])=[O:30])[CH:28]=3)=[N:17][C:16]=2[N:15]([CH2:43][CH3:44])[N:14]=1)C1C=CC=CC=1>[Pd].C(OCC)(=O)C>[CH2:41]([O:40][C:24]1[C:23]([C:18]2[NH:19][C:20](=[O:22])[C:21]3[C:13]([CH2:12][OH:11])=[N:14][N:15]([CH2:43][CH3:44])[C:16]=3[N:17]=2)=[CH:28][C:27]([S:29]([N:32]2[CH2:33][CH2:34][N:35]([CH2:38][CH3:39])[CH2:36][CH2:37]2)(=[O:31])=[O:30])=[CH:26][N:25]=1)[CH3:42]. Procedure details: Formic acid (1.5 ml) was added to a mixture of the title compound of example 23 (750 mg, 1.3 mmol) and 10% palladium on charcoal (750 mg) in ethyl acetate (15 ml), and the reaction stirred under a nitrogen atmosphere at room temperature for 24 hours. The reaction mixture was filtered through Arbocel, the filter pad washed with water (30 ml) and ethyl acetate (30 ml), and the filtrate basified using 2N sodium hydroxide solution. The layers were separated, the aqueous extracted with dichloromethan...